Dataset: the Open Reaction Database (ORD), a public repository of structured organic reaction records. Task: describe an organic reaction: reactants, conditions, products, and yield Reactants: O (water), [OH-].[Na+] (sodium hydroxide), NC1=NC(=C2N=CN(C2=N1)CC1CCP(OC1)(=O)OCC)Cl (2-Amino-6-chloro-9-{(2-ethoxy-2-oxo-1,2-oxaphosphorinan-5-yl)-methyl]purine). Solvent: C(C)O (ethanol). Product: N1C(N)=NC=2N(C=NC2C1=O)CC(CCP([O-])(=O)OCC)CO.[Na+] (Sodium ethyl 3-(guanin-9-ylmethyl)-4-hydroxybutanephosphonate). Reaction SMILES: [NH2:1][C:2]1[N:10]=[C:9]2[C:5]([N:6]=[CH:7][N:8]2[CH2:11][CH:12]2[CH2:17][O:16][P:15]([O:19][CH2:20][CH3:21])(=[O:18])[CH2:14][CH2:13]2)=[C:4](Cl)[N:3]=1.[OH2:23].[OH-:24].[Na+:25]>C(O)C>[NH:3]1[C:4](=[O:23])[C:5]2[N:6]=[CH:7][N:8]([CH2:11][CH:12]([CH2:17][OH:16])[CH2:13][CH2:14][P:15]([O:19][CH2:20][CH3:21])(=[O:24])[O-:18])[C:9]=2[N:10]=[C:2]1[NH2:1].[Na+:25] |f:2.3,5.6|. Procedure details: 2-Amino-6-chloro-9-{(2-ethoxy-2-oxo-1,2-oxaphosphorinan-5-yl)-methyl]purine (VSC 655) and its 7 isomer (100 mg, 0.29 mmol), dissolved in ethanol (4 ml), water (4 ml), and 2M aqueous sodium hydroxide (0.90 mmol) was kept at 37° C. for 18 h. The solution was neutralized by addition of weakly acidic Amberlite cation exchange resin, filtered, and evaporated to dryness to give 113 mg (quantitative yield) of a crude product. The reactants are TEA, BrC=1C=C(C(=O)NC2=CC=C(C=C2)OC(F)(F)F)C=CC1F (3-bromo-4-fluoro-N-(4-(trifluoromethoxy)phenyl)benzamide), Cl.CC1(CNCC1)O (3-methylpyrrolidine-3-ol hydrochloride), TEA. The solvent is CS(=O)C (DMSO), CC(C)(C)OC.CCOC(=O)C (TBME EtOAc), Cl (HCl), [Cl-].[Na+].O (brine). Run at temperature 90 celsius, time 16 hour. Yields the product BrC=1C=C(C(=O)NC2=CC=C(C=C2)OC(F)(F)F)C=CC1N1CC(CC1)(C)O (3-Bromo-4-(3-hydroxy-3-methylpyrrolidin-1-yl)-N-(4-(trifluoromethoxy)phenyl)-benzamide). RXN SMILES: [Br:1][C:2]1[CH:3]=[C:4]([CH:19]=[CH:20][C:21]=1F)[C:5]([NH:7][C:8]1[CH:13]=[CH:12][C:11]([O:14][C:15]([F:18])([F:17])[F:16])=[CH:10][CH:9]=1)=[O:6].Cl.[CH3:24][C:25]1([OH:30])[CH2:29][CH2:28][NH:27][CH2:26]1>CS(C)=O.CC(OC)(C)C.CCOC(C)=O.Cl.[Cl-].[Na+].O>[Br:1][C:2]1[CH:3]=[C:4]([CH:19]=[CH:20][C:21]=1[N:27]1[CH2:28][CH2:29][C:25]([OH:30])([CH3:24])[CH2:26]1)[C:5]([NH:7][C:8]1[CH:13]=[CH:12][C:11]([O:14][C:15]([F:18])([F:17])[F:16])=[CH:10][CH:9]=1)=[O:6] |f:1.2,4.5,7.8.9|. Reported procedure: A mixture of 3-bromo-4-fluoro-N-(4-(trifluoromethoxy)phenyl)benzamide (Stage 1.2, 100 mg, 0.264 mmol), 3-methylpyrrolidine-3-ol hydrochloride (72.8 mg, 0.529 mmol), and TEA (147 μL, 1.058 mmol) in DMSO (199 μL) was stirred at 90° C. for 16 h. Additional TEA (73.7 μL, 0.529 mmol) was added to the mixture and stirring was continued for 72 h at 100° C. The cooled RM was diluted with TBME/EtOAc (1:1)(30 mL), sequentially washed 0.5 M HCl (3×5 mL), brine (5 mL) and then evaporated to dryness under re... Product: C1=CC(=CC=C1[N+](=O)[O-])O (p-nitrophenol). Run at time 30 minute. Reported procedure: Enzyme assay. β-Glucosidase was routinely assayed using a reaction mixture (1 ml) containing 4 mM p-nitrophenyl β-D-glucoside (pNPβG), 50 mM acetate buffer, pH 5.0 and appropriately diluted enzyme solution. After incubation at 50° C. for 30 min, the reaction was stopped by adding ice-cold 0.5M Na2CO3 (1 ml) and the color developed as a result of p-nitrophenol (pNP) liberation was measured at 405 nm. One unit (U) of β-glucosidase corresponds to the release of 1 μmol pNP. min-1 in the reaction mix... Reactants: mixture, ice, C1=CC(=CC=C1[N+](=O)[O-])O[C@H]2[C@@H]([C@H]([C@@H]([C@H](O2)CO)O)O)O (p-nitrophenyl β-D-glucoside), C(C)(=O)[O-] (acetate). RXN SMILES: [CH:1]1[C:6]([N+:7]([O-:9])=[O:8])=[CH:5][CH:4]=[C:3]([O:10][C@@H]2O[C@H](CO)[C@@H](O)[C@H](O)[C@H]2O)[CH:2]=1.C([O-])(=O)C>>[CH:5]1[C:6]([N+:7]([O-:9])=[O:8])=[CH:1][CH:2]=[C:3]([OH:10])[CH:4]=1. Reactants: [H-].[H-].[H-].[H-].[Al+3].[Li+] (lithium aluminum tetrahydride), CC1=C(C=C(C(=C1)O)C)SC#N (2,5-dimethyl-4-hydroxy-phenyl thiocyanic acid). The solvent is O1CCCC1 (tetrahydrofuran), O1CCCC1 (tetrahydrofuran). Run at temperature 0 celsius, time 30 minute. Yields the product crude product, CC1=C(C=C(C(=C1)O)C)S (2,5-dimethyl-4-hydroxy-mercaptobenzene). Reaction SMILES: [H-].[H-].[H-].[H-].[Al+3].[Li+].[CH3:7][C:8]1[CH:13]=[C:12]([OH:14])[C:11]([CH3:15])=[CH:10][C:9]=1[S:16]C#N>O1CCCC1>[CH3:7][C:8]1[CH:13]=[C:12]([OH:14])[C:11]([CH3:15])=[CH:10][C:9]=1[SH:16] |f:0.1.2.3.4.5|. Procedure: In a 250 ml three-necked flask, to a stirred mixture of lithium aluminum tetrahydride (LiAlH4, 1.0 g, 26.3 mmol) and tetrahydrofuran (40 ml) was added dropwise a solution of 2,5-dimethyl-4-hydroxy-phenyl thiocyanic acid (1.2 g, 6.7 mmol) in 20 ml tetrahydrofuran at 0° C. After 30 min of stirring at 0° C., the mixture was allowed to warm up to room temperature and then stirred for another 1 hour at room temperature. The reaction was quenched by adding ethanol (10 ml). The value of pH of the mixtu... Run in ClCCl (dichloromethane). Procedure: To a solution of 1-tert-butyl 4-((3aS,5aR,5bR,7aR,9S,11aR,11bR,13aS)-1-isopropyl-5a,5b,8,8,11a-pentamethyl-2-oxo-3a-((E)-3-oxo-3-(p-tolylamino)prop-1-en-1-yl)-3,3a,4,5,5a,5b,6,7,7a,8,9,10,11,11a,11b,12,13,13a-octadecahydro-2H-cyclopenta[a]chrysen-9-yl) 2,2-dimethylsuccinate (250 mg, 0.325 mmol) in dichloromethane (5 mL) stirred at rt was added TFA (0.025 mL, 0.325 mmol). The reaction mixture was stirred at rt for 1 h. Upon completion and work-up and purification the title compound was obtained a... The product is C(C)(C)C=1C(C[C@]2(C1[C@H]1CC[C@@H]3[C@]4(CC[C@@H](C([C@@H]4CC[C@]3([C@@]1(CC2)C)C)(C)C)OC(CC(C(=O)O)(C)C)=O)C)\C=C\C(NC2=CC=C(C=C2)C)=O)=O (4-(((3aS,5aR,5bR,7aR,9S,11aR,11bR,13aS)-1-Isopropyl-5a,5b,8,8,11a-pentamethyl-2-oxo-3a-((E)-3-oxo-3-(p-tolylamino)prop-1-en-1-yl)-3,3a,4,5,5a,5b,6,7,7a,8,9,10,11,11a,11b,12,13,13a-octadecahydro-2H-cyclopenta[a]chrysen-9-yl)oxy)-2,2-dimethyl-4-oxobutanoic acid). The reactants are CC(C(=O)OC(C)(C)C)(CC(=O)O[C@@H]1C([C@@H]2CC[C@]3([C@@]4(CC[C@@]5(C([C@H]4CC[C@@H]3[C@]2(CC1)C)=C(C(C5)=O)C(C)C)\C=C\C(NC5=CC=C(C=C5)C)=O)C)C)(C)C)C (1-tert-butyl 4-((3aS,5aR,5bR,7aR,9S,11aR,11bR,13aS)-1-isopropyl-5a,5b,8,8,11a-pentamethyl-2-oxo-3a-((E)-3-oxo-3-(p-tolylamino)prop-1-en-1-yl)-3,3a,4,5,5a,5b,6,7,7a,8,9,10,11,11a,11b,12,13,13a-octadecahydro-2H-cyclopenta[a]chrysen-9-yl) 2,2-dimethylsuccinate), C(=O)(C(F)(F)F)O (TFA). Yield: 55.7%. Reaction conditions: time 1 hour. As a reaction SMILES: [CH3:1][C:2]([CH3:56])([CH2:10][C:11]([O:13][C@H:14]1[CH2:31][CH2:30][C@@:29]2([CH3:32])[C@@H:16]([CH2:17][CH2:18][C@:19]3([CH3:53])[C@@H:28]2[CH2:27][CH2:26][C@H:25]2[C@@:20]3([CH3:52])[CH2:21][CH2:22][C@@:23]3(/[CH:40]=[CH:41]/[C:42](=[O:51])[NH:43][C:44]4[CH:49]=[CH:48][C:47]([CH3:50])=[CH:46][CH:45]=4)[CH2:35][C:34](=[O:36])[C:33]([CH:37]([CH3:39])[CH3:38])=[C:24]32)[C:15]1([CH3:55])[CH3:54])=[O:12])[C:3]([O:5]C(C)(C)C)=[O:4].C(O)(C(F)(F)F)=O>ClCCl>[CH:37]([C:33]1[C:34](=[O:36])[CH2:35][C@:23]2(/[CH:40]=[CH:41]/[C:42](=[O:51])[NH:43][C:44]3[CH:45]=[CH:46][C:47]([CH3:50])=[CH:48][CH:49]=3)[CH2:22][CH2:21][C@:20]3([CH3:52])[C@H:25]([CH2:26][CH2:27][C@H:28]4[C@@:19]3([CH3:53])[CH2:18][CH2:17][C@@H:16]3[C@:29]4([CH3:32])[CH2:30][CH2:31][C@H:14]([O:13][C:11](=[O:12])[CH2:10][C:2]([CH3:56])([CH3:1])[C:3]([OH:5])=[O:4])[C:15]3([CH3:54])[CH3:55])[C:24]=12)([CH3:39])[CH3:38]. Reactants: CC(=O)NC(C)c1ccc(N2CC(O[Si](C)(C)C(C)(C)C)C2)cc1, C1CCOC1, CCCC[N+](CCCC)(CCCC)CCCC, [F-]. Product: CC(=O)NC(C)c1ccc(N2CC(O)C2)cc1. As a reaction SMILES: [C:1]([Si:2]([CH3:3])([CH3:4])[O:6][CH:7]1[CH2:8][N:9]([c:11]2[cH:12][cH:13][c:14]([CH:17]([CH3:18])[NH:19][C:20]([CH3:21])=[O:22])[cH:15][cH:16]2)[CH2:10]1)([CH3:5])([CH3:23])[CH3:24].[CH2:43]1[O:44][CH2:45][CH2:46][CH2:47]1.[CH3:26][CH2:27][CH2:28][CH2:29][N+:30]([CH2:31][CH2:32][CH2:33][CH3:34])([CH2:35][CH2:36][CH2:37][CH3:38])[CH2:39][CH2:40][CH2:41][CH3:42].[F-:25]>>[OH:6][CH:7]1[CH2:8][N:9]([c:11]2[cH:12][cH:13][c:14]([CH:17]([CH3:18])[NH:19][C:20]([CH3:21])=[O:22])[cH:15][cH:16]2)[CH2:10]1. The reactants are COC(=O)C=1N=C(C2=C(C=CC=C2C1O)OC1=CC=C(C=C1)F)Br (1-bromo-8-(4-fluoro-phenoxy)-4-hydroxy-isoquinoline-3-carboxylic acid methyl ester), [Cu]C#N (copper(I) cyanide). Solvent: CN(C=O)C (dimethylformamide). The product is COC(=O)C=1N=C(C2=C(C=CC=C2C1O)OC1=CC=C(C=C1)F)C#N (1-Cyano-8-(4-fluoro-phenoxy)-4-hydroxy-isoquinoline-3-carboxylic acid methyl ester). Isolated yield 45.8%. RXN SMILES: [CH3:1][O:2][C:3]([C:5]1[N:6]=[C:7](Br)[C:8]2[C:13]([C:14]=1[OH:15])=[CH:12][CH:11]=[CH:10][C:9]=2[O:16][C:17]1[CH:22]=[CH:21][C:20]([F:23])=[CH:19][CH:18]=1)=[O:4].[Cu][C:26]#[N:27]>CN(C)C=O>[CH3:1][O:2][C:3]([C:5]1[N:6]=[C:7]([C:26]#[N:27])[C:8]2[C:13]([C:14]=1[OH:15])=[CH:12][CH:11]=[CH:10][C:9]=2[O:16][C:17]1[CH:22]=[CH:21][C:20]([F:23])=[CH:19][CH:18]=1)=[O:4]. Procedure details: A mixture of 1-bromo-8-(4-fluoro-phenoxy)-4-hydroxy-isoquinoline-3-carboxylic acid methyl ester (400 mg, 1.02 mmol) and copper(I) cyanide (183 mg, 2.04 mmol) in anhydrous dimethylformamide (4 mL) was refluxed for ten minutes before it was cooled to room temperature and quenched with water. The slurry was stirred with chloroform/isopropanol (3:1, 70 mL) and water for ten minutes and filtered. The organic layer was washed with water, brine, dried over anhydrous sodium sulfate, concentrated in vacu... Yields the product C1(CC1)NC1=NN=C(N1C)C1=CC=NC=C1 (N-cyclopropyl-4-methyl-5-pyridin-4-yl-4H-1,2,4-triazol-3-amine). Run in N1=CC=CC=C1 (pyridine). RXN SMILES: Cl.[C:2](Cl)(=O)[C:3]1[CH:8]=[CH:7][N:6]=[CH:5][CH:4]=1.I.[CH:12]1([NH:15][C:16](=[N:19][NH2:20])[NH:17][CH3:18])[CH2:14][CH2:13]1.O>N1C=CC=CC=1>[CH:12]1([NH:15][C:16]2[N:17]([CH3:18])[C:2]([C:3]3[CH:8]=[CH:7][N:6]=[CH:5][CH:4]=3)=[N:20][N:19]=2)[CH2:14][CH2:13]1 |f:0.1,2.3|. Reaction conditions: time 2 hour. Reported procedure: Isonicotinoyl chloride hydrochloride (630 mg, 3.5 mmol) was added to N-cyclopropyl-N′-methylcarbonohydrazonic diamide hydroiodide (900 mg 3.5 mmol) in pyridine (10 ml) and the mixture was stirred at r.t. for 2 h. The mixture was the heated to 160° C. under microwave irradiation for 10 min. Water (50 ml) was added and the mixture was extracted with DCM. The pooled organic phases were dried and concentrated and the desired product was obtained by prep. HPLC. LCMS (M++1) 216 Starting materials: Cl.C(C1=CC=NC=C1)(=O)Cl (Isonicotinoyl chloride hydrochloride), I.C1(CC1)NC(NC)=NN (N-cyclopropyl-N′-methylcarbonohydrazonic diamide hydroiodide), O (Water). Reactants: CCOc1c(Nc2cccnc2)c(=O)c1=O, NCc1cccc(COc2ccc(Cl)cc2)c1. Yields the product O=c1c(NCc2cccc(COc3ccc(Cl)cc3)c2)c(Nc2cccnc2)c1=O. As a reaction SMILES: [CH2:1]([O:2][c:4]1[c:5](=[O:16])[c:6](=[O:15])[c:7]1[NH:8][c:9]1[cH:10][n:11][cH:12][cH:13][cH:14]1)[CH3:3].[Cl:17][c:18]1[cH:19][cH:20][c:21]([O:22][CH2:23][c:24]2[cH:25][c:26]([CH2:27][NH2:28])[cH:29][cH:30][cH:31]2)[cH:32][cH:33]1>>[c:4]1([NH:28][CH2:27][c:26]2[cH:25][c:24]([CH2:23][O:22][c:21]3[cH:20][cH:19][c:18]([Cl:17])[cH:33][cH:32]3)[cH:31][cH:30][cH:29]2)[c:5](=[O:16])[c:6](=[O:15])[c:7]1[NH:8][c:9]1[cH:10][n:11][cH:12][cH:13][cH:14]1.